From a dataset of the Open Reaction Database (ORD), a public repository of structured organic reaction records. describe an organic reaction: reactants, conditions, products, and yield The reactants are FC(C(=O)O)(F)F.FC1=CC=C(C=C1)NC(=O)N1CCN(CC1)C1=CC=NC2=CC(=CC=C12)[N+](=O)[O-] (4-[4-(4-fluorophenylaminocarbonyl)piperazin-1-yl]-7-nitroquinoline trifluoroacetate), [H][H] (hydrogen). Reagents/catalysts: [Pd] (Pd/C). Run in CO (MeOH). The product is NC1=CC=C2C(=CC=NC2=C1)N1CCN(CC1)C(=O)NC1=CC=C(C=C1)F (7-Amino-4-[4-(4-fluorophenylaminocarbonyl)piperazin-1-yl]quinoline). As a reaction SMILES: FC(F)(F)C(O)=O.[F:8][C:9]1[CH:14]=[CH:13][C:12]([NH:15][C:16]([N:18]2[CH2:23][CH2:22][N:21]([C:24]3[C:33]4[C:28](=[CH:29][C:30]([N+:34]([O-])=O)=[CH:31][CH:32]=4)[N:27]=[CH:26][CH:25]=3)[CH2:20][CH2:19]2)=[O:17])=[CH:11][CH:10]=1.[H][H]>CO.[Pd]>[NH2:34][C:30]1[CH:29]=[C:28]2[C:33]([C:24]([N:21]3[CH2:20][CH2:19][N:18]([C:16]([NH:15][C:12]4[CH:13]=[CH:14][C:9]([F:8])=[CH:10][CH:11]=4)=[O:17])[CH2:23][CH2:22]3)=[CH:25][CH:26]=[N:27]2)=[CH:32][CH:31]=1 |f:0.1|. Procedure: A suspension of 4-[4-(4-fluorophenylaminocarbonyl)piperazin-1-yl]-7-nitroquinoline trifluoroacetate (130 mg) and 10% Pd/C (20 mg) in MeOH is stirred in a hydrogen atmosphere for 30 min. The reaction mixture is filtered and concentrated giving the title product. Starting materials: hydrochloride salt, CC1=CC=C(C=C1)S(=O)(=O)OCC1OC2=C(C1)C=C(C=C2C2=CC(=CC=C2)F)C(F)(F)F ([7-(3-fluorophenyl)-5-(trifluoromethyl)-2,3-dihydro-1-benzofuran-2-yl]methyl 4-methylbenzenesulfonate), CN (methylamine). Yields the product CNCC1OC2=C(C1)C=C(C=C2C2=CC(=CC=C2)F)C(F)(F)F ((±)-N-methyl-1-[7-(3-fluorophenyl)-5-(trifluoromethyl)-2,3-dihydro-1-benzofuran-2-yl]methanamine). As a reaction SMILES: CC1C=CC(S(O[CH2:12][CH:13]2[CH2:17][C:16]3[CH:18]=[C:19]([C:29]([F:32])([F:31])[F:30])[CH:20]=[C:21]([C:22]4[CH:27]=[CH:26][CH:25]=[C:24]([F:28])[CH:23]=4)[C:15]=3[O:14]2)(=O)=O)=CC=1.[CH3:33][NH2:34]>>[CH3:33][NH:34][CH2:12][CH:13]1[CH2:17][C:16]2[CH:18]=[C:19]([C:29]([F:32])([F:31])[F:30])[CH:20]=[C:21]([C:22]3[CH:27]=[CH:26][CH:25]=[C:24]([F:28])[CH:23]=3)[C:15]=2[O:14]1. Reported procedure: The title compound was prepared (0.026 g, 60%) following the general procedure of Example 390 as a white solid, hydrochloride salt from [7-(3-fluorophenyl)-5-(trifluoromethyl)-2,3-dihydro-1-benzofuran-2-yl]methyl 4-methylbenzenesulfonate (0.055 g, 0.18 mmol) and methylamine (0.12 g, 3.9 mmol). mp 238-240° C. Reactants: CN1CCCC1COc1ccc(C(=O)OC(C)(C)C)c([N+](=O)[O-])c1, CO. Yields the product CN1CCCC1COc1ccc(C(=O)OC(C)(C)C)c(N)c1. Reaction SMILES: [CH3:1][N:2]1[CH:3]([CH2:7][O:8][c:9]2[cH:10][c:11]([N+:22]([O-:23])=[O:24])[c:12]([C:13](=[O:14])[O:15][C:16]([CH3:17])([CH3:18])[CH3:19])[cH:20][cH:21]2)[CH2:4][CH2:5][CH2:6]1.[CH3:25][OH:26]>>[CH3:1][N:2]1[CH:3]([CH2:7][O:8][c:9]2[cH:10][c:11]([NH2:22])[c:12]([C:13](=[O:14])[O:15][C:16]([CH3:17])([CH3:18])[CH3:19])[cH:20][cH:21]2)[CH2:4][CH2:5][CH2:6]1. Product: FC=1C=C(COC2=NC(N3C(NCCC3)=C2)=O)C=C(C1OC1=CC(=CC=C1)F)F (8-((3,5-difluoro-4-(3-fluorophenoxyl)benzyl)oxy)-3,4-dihydro-1H-pyrimido[1,6-a]pyrimidin-6(2H)-one). Procedure details: The title compound or its salt was prepared by a procedure similar to that described for E111 starting from (3,5-difluoro-4-(3-fluorophenoxyl)phenyl)methanol and tert-butyl 8-chloro-6-oxo-2,3,4,6-tetrahydro-1H-pyrimido[1,6-a]pyrimidine-1-carboxylate. Reaction SMILES: [F:1][C:2]1[CH:3]=[C:4]([CH2:17][OH:18])[CH:5]=[C:6]([F:16])[C:7]=1[O:8][C:9]1[CH:14]=[CH:13][CH:12]=[C:11]([F:15])[CH:10]=1.Cl[C:20]1[CH:36]=[C:24]2[N:25](C(OC(C)(C)C)=O)[CH2:26][CH2:27][CH2:28][N:23]2[C:22](=[O:37])[N:21]=1>>[F:1][C:2]1[CH:3]=[C:4]([CH:5]=[C:6]([F:16])[C:7]=1[O:8][C:9]1[CH:14]=[CH:13][CH:12]=[C:11]([F:15])[CH:10]=1)[CH2:17][O:18][C:20]1[CH:36]=[C:24]2[NH:25][CH2:26][CH2:27][CH2:28][N:23]2[C:22](=[O:37])[N:21]=1. Starting materials: FC=1C=C(C=C(C1OC1=CC(=CC=C1)F)F)CO ((3,5-difluoro-4-(3-fluorophenoxyl)phenyl)methanol), ClC1=NC(N2C(N(CCC2)C(=O)OC(C)(C)C)=C1)=O (tert-butyl 8-chloro-6-oxo-2,3,4,6-tetrahydro-1H-pyrimido[1,6-a]pyrimidine-1-carboxylate). The reactants are ClC=1C(=CC(=C(C1)N)F)OC1=C(C=NC=C1)C=1C=NN(C1)C (5-chloro-2-fluoro-4-(3-(1-methyl-1H-pyrazol-4-yl)pyridin-4-yloxy)benzenamine), C(C)OC1=C(C(N(C=C1)C1=CC=C(C=C1)F)=O)C(=O)Cl (4-ethoxy-1-(4-fluorophenyl)-2-oxo-1,2-dihydropyridine-3-carbonyl chloride), resultant mixture. Run in N1=CC=CC=C1 (pyridine), C(Cl)Cl (CH2Cl2). Yields the product ClC=1C(=CC(=C(C1)NC(=O)C=1C(N(C=CC1OCC)C1=CC=C(C=C1)F)=O)F)OC1=C(C=NC=C1)C=1C=NN(C1)C (N-(5-chloro-2-fluoro-4-(3-(1-methyl-1H-pyrazol-4-yl)pyridin-4-yloxy)phenyl)-4-ethoxy-1-(4-fluorophenyl)-2-oxo-1,2-dihydropyridine-3-carboxamide). Isolated yield 37.7%. Reaction SMILES: [CH2:1]([O:3][C:4]1[CH:9]=[CH:8][N:7]([C:10]2[CH:15]=[CH:14][C:13]([F:16])=[CH:12][CH:11]=2)[C:6](=[O:17])[C:5]=1[C:18](Cl)=[O:19])[CH3:2].[Cl:21][C:22]1[C:23]([O:30][C:31]2[CH:36]=[CH:35][N:34]=[CH:33][C:32]=2[C:37]2[CH:38]=[N:39][N:40]([CH3:42])[CH:41]=2)=[CH:24][C:25]([F:29])=[C:26]([NH2:28])[CH:27]=1>C(Cl)Cl.N1C=CC=CC=1>[Cl:21][C:22]1[C:23]([O:30][C:31]2[CH:36]=[CH:35][N:34]=[CH:33][C:32]=2[C:37]2[CH:38]=[N:39][N:40]([CH3:42])[CH:41]=2)=[CH:24][C:25]([F:29])=[C:26]([NH:28][C:18]([C:5]2[C:6](=[O:17])[N:7]([C:10]3[CH:15]=[CH:14][C:13]([F:16])=[CH:12][CH:11]=3)[CH:8]=[CH:9][C:4]=2[O:3][CH2:1][CH3:2])=[O:19])[CH:27]=1. Procedure: To a solution of 4-ethoxy-1-(4-fluorophenyl)-2-oxo-1,2-dihydropyridine-3-carbonyl chloride (0.275 g, 0.929 mmol) in CH2Cl2 (2 mL) was added a suspension of 5-chloro-2-fluoro-4-(3-(1-methyl-1H-pyrazol-4-yl)pyridin-4-yloxy)benzenamine (0.148 g, 0.464 mmol) in pyridine (2.00 mL) at 0° C. The resultant mixture was stirred at ambient temp for 30 min. The solvent was completely evaporated and the residue was stirred in water. The precipitate was collected by filtration and was re-crystallized from ace... The reactants are C(C1=CC=CC=C1)N([C@H](C(=O)OCC)[C@@H](C(C)C)O)CC1=CC=CC=C1 (ethyl (2S*,3R*)-2-(dibenzylamino)-3-hydroxy-4-methyl-pentanoate). The reagents and catalysts are [Pd] (Pd/C). Solvent: CCO (EtOH). Product: N[C@H](C(=O)OCC)[C@@H](C(C)C)O (ethyl (2S*,3R*)-2-amino-3-hydroxy-4-methyl-pentanoate). Isolated yield 92.9%. RXN SMILES: C([N:8](CC1C=CC=CC=1)[C@@H:9]([C@H:15]([OH:19])[CH:16]([CH3:18])[CH3:17])[C:10]([O:12][CH2:13][CH3:14])=[O:11])C1C=CC=CC=1>CCO.[Pd]>[NH2:8][C@@H:9]([C@H:15]([OH:19])[CH:16]([CH3:18])[CH3:17])[C:10]([O:12][CH2:13][CH3:14])=[O:11]. Reported procedure: In a pear flask, at rt, ethyl (2S*,3R*)-2-(dibenzylamino)-3-hydroxy-4-methyl-pentanoate (1.24 g, 3.5 mmol) was dissolved in EtOH (75 mL) and passed through the H-Cube® hydrogenator flow reactor, using 10% Pd/C as catalyst [flow:1.0 mL/min; P=1.0 bar, T=70° C.]. After evaporation of the solvent, the title compound (0.57 g, quant.) was obtained as yellowish oil and used without further purification in the following step. MS (ESI) m/z: 176 [M−H]+. 1H NMR (DMSO-d6) δ 0.83 (d, J=6.72 Hz, 3H), 0.90 (d... Reaction conditions: temperature 110 celsius, time 1 hour. Yields the product ClC1=CC=C(C=C1)NC1=NC(=NC(=C1)N1CCOCC1)N1N=C(C=C1C)C ((4-chloro-phenyl)-[2-(3,5-dimethyl-pyrazol-1-yl)-6-morpholin-4-yl-pyrimidin-4-yl]-amine). RXN SMILES: Cl[C:2]1[N:7]=[C:6]([N:8]2[C:12]([CH3:13])=[CH:11][C:10]([CH3:14])=[N:9]2)[N:5]=[C:4]([NH:15][C:16]2[CH:21]=[CH:20][C:19]([Cl:22])=[CH:18][CH:17]=2)[CH:3]=1.[NH:23]1[CH2:28][CH2:27][O:26][CH2:25][CH2:24]1.Cl>CN1CCCC1=O>[Cl:22][C:19]1[CH:20]=[CH:21][C:16]([NH:15][C:4]2[CH:3]=[C:2]([N:23]3[CH2:28][CH2:27][O:26][CH2:25][CH2:24]3)[N:7]=[C:6]([N:8]3[C:12]([CH3:13])=[CH:11][C:10]([CH3:14])=[N:9]3)[N:5]=2)=[CH:17][CH:18]=1. The yield is 64.6%. Procedure: A mixture of [6-chloro-2-(3,5-dimethyl-pyrazol-1-yl)-pyrimidin-4-yl]-(4-chlorophenyl)-amine (125 mg, 0.37 mmol) and morpholine (0.32 mL, 3.74 mmol) in 1-methyl-2-pyrrolidinone (4 mL) was stirred for one hour at 110° C. The reaction mixture was allowed to cool down to room temperature, acidified with aqueous hydrochloric acid (1 M) and extracted with ethyl acetate. The combined organic phases were washed with brine, dried over sodium sulphate, filtrated and concentrated in vacuo. The crude produc... Solvent: CN1C(CCC1)=O (1-methyl-2-pyrrolidinone). The reactants are ClC1=CC(=NC(=N1)N1N=C(C=C1C)C)NC1=CC=C(C=C1)Cl ([6-chloro-2-(3,5-dimethyl-pyrazol-1-yl)-pyrimidin-4-yl]-(4-chlorophenyl)-amine), N1CCOCC1 (morpholine), Cl (hydrochloric acid). Yields the product COC(=O)C1CCC(c2ccc(-c3nc(C(N)=O)cnc3C)cc2)CC1. As a reaction SMILES: [CH3:33][N:34]1[CH2:35][CH2:36][O:37][CH2:38][CH2:39]1.[CH3:44][OH:45].[CH3:7][O:8][C:9](=[O:10])[CH:11]1[CH2:12][CH2:13][CH:14]([c:17]2[cH:18][cH:19][c:20](-[c:23]3[c:24]([CH3:32])[n:25][cH:26][c:27]([C:29](=[O:30])[OH:31])[n:28]3)[cH:21][cH:22]2)[CH2:15][CH2:16]1.[Cl:1][C:2]([O:3][CH2:4][CH3:5])=[O:6].[Cl:41][CH2:42][Cl:43].[NH3:40]>>[CH3:7][O:8][C:9](=[O:10])[CH:11]1[CH2:12][CH2:13][CH:14]([c:17]2[cH:18][cH:19][c:20](-[c:23]3[c:24]([CH3:32])[n:25][cH:26][c:27]([C:29](=[O:30])[NH2:34])[n:28]3)[cH:21][cH:22]2)[CH2:15][CH2:16]1. Starting materials: CN1CCOCC1, CO, COC(=O)C1CCC(c2ccc(-c3nc(C(=O)O)cnc3C)cc2)CC1, CCOC(=O)Cl, ClCCl, N. Reactants: ClC1=NC=CC(=C1)C1=CC(=CC2=CC(=C(C=C12)OC)OC)C(=O)O (1-(2-chloro-4-pyridyl)-3-carboxy-6,7-dimethoxynaphthalene), sodium aluminum bis(2-methoxyethoxy) hydride, CO (methanol), sodium aluminum bis(2-methoxyethoxy) hydride, [OH-].[Na+] (sodium hydroxide). Run in O1CCCC1 (tetrahydrofuran), O1CCCC1 (tetrahydrofuran), O1CCCC1 (tetrahydrofuran). Run at time 1 hour. Yields the product ClC1=NC=CC(=C1)C1=CC(=CC2=CC(=C(C=C12)OC)OC)CO (1-(2-chloro-4-pyridyl)-3-hydroxymethyl-6,7-dimethoxynaphthalene). Yield: 24.1%. As a reaction SMILES: [Cl:1][C:2]1[CH:7]=[C:6]([C:8]2[C:17]3[C:12](=[CH:13][C:14]([O:20][CH3:21])=[C:15]([O:18][CH3:19])[CH:16]=3)[CH:11]=[C:10]([C:22](O)=[O:23])[CH:9]=2)[CH:5]=[CH:4][N:3]=1.CO.[OH-].[Na+]>O1CCCC1>[Cl:1][C:2]1[CH:7]=[C:6]([C:8]2[C:17]3[C:12](=[CH:13][C:14]([O:20][CH3:21])=[C:15]([O:18][CH3:19])[CH:16]=3)[CH:11]=[C:10]([CH2:22][OH:23])[CH:9]=2)[CH:5]=[CH:4][N:3]=1 |f:2.3|. Reported procedure: To a solution of 1-(2-chloro-4-pyridyl)-3-carboxy-6,7-dimethoxynaphthalene (2.3 g) in tetrahydrofuran (60 ml) is added dropwise a solution of sodium aluminum bis(2-methoxyethoxy) hydride (70% toluene solution, 2.36 ml) in tetrahydrofuran at −10° C., and the mixture is stirred at room temperature for one hour. To the mixture is added dropwise a solution of sodium aluminum bis(2-methoxyethoxy) hydride (70% toluene solution, 1.57 ml) in tetrahydrofuran (5 ml), and the mixture is heated with stirrin...